Task: describe an organic reaction: reactants, conditions, products, and yield. Dataset: the Open Reaction Database (ORD), a public repository of structured organic reaction records The reactants are CO (methanol), C(#C)C=1C=C(C=CC1)C1=C(C=CC(=C1)S(=O)(=O)[O-])C (3-ethynylphenyl(p-toluenesulfonate)), [OH-].[K+] (potassium hydroxide), CO (methanol), [N+](=O)([O-])C1=CC=C(C2=CC=CC=C12)C(=O)OC(=O)C1=CC=C(C2=CC=CC=C12)[N+](=O)[O-] (4-nitronaphthalic anhydride). Run in C(C)OCC (diethylether), C(Cl)Cl (methylene chloride), CN(C(C)=O)C (N,N-dimethylacetamide). Reaction conditions: temperature 100 celsius. The product is C(#C)C=1C=C(OC2=CC=C(C3=CC=CC=C23)C(=O)OC(=O)C2=CC=C(C3=CC=CC=C23)OC2=CC(=CC=C2)C#C)C=CC1 (4-(3-ethynylphenoxy)naphthalic anhydride). The yield is 80.0%. RXN SMILES: [CH3:1][OH:2].C(C1C=[C:7]([C:11]2[CH:16]=[C:15](S([O-])(=O)=O)[CH:14]=[CH:13][C:12]=2C)[CH:8]=CC=1)#C.[OH-:22].[K+].[N+]([C:27]1[C:36]2[C:31](=[CH:32][CH:33]=[CH:34][CH:35]=2)[C:30]([C:37]([O:39][C:40]([C:42]2[C:51]3[C:46](=[CH:47][CH:48]=[CH:49][CH:50]=3)[C:45]([N+]([O-])=O)=[CH:44][CH:43]=2)=[O:41])=[O:38])=[CH:29][CH:28]=1)([O-])=O>CN(C)C(=O)C.C(Cl)Cl.C(OCC)C>[C:7]([C:11]1[CH:16]=[C:1]([CH:14]=[CH:13][CH:12]=1)[O:2][C:27]1[C:36]2[C:31](=[CH:32][CH:33]=[CH:34][CH:35]=2)[C:30]([C:37]([O:39][C:40]([C:42]2[C:51]3[C:46](=[CH:47][CH:48]=[CH:49][CH:50]=3)[C:45]([O:22][C:15]3[CH:14]=[CH:13][CH:12]=[C:11]([C:7]#[CH:8])[CH:16]=3)=[CH:44][CH:43]=2)=[O:41])=[O:38])=[CH:29][CH:28]=1)#[CH:8] |f:2.3|. Procedure: To 100 ml of anhydrous methanol was added 20 g (0.073 mole) of 3-ethynylphenyl(p-toluenesulfonate) and 8.19 g (0.146 mole) of potassium hydroxide. The mixture was heated to reflux, under a nitrogen atmosphere and maintained at reflux for four hours. A distillation apparatus was attached to the flask, and methanol was distilled from the flask until the residue approached dryness. Then, 400 ml of anhydrous benzene was added, and distillation continued until 200 ml of benzene was removed. The react... Reactants: Cl (hydrochloric acid), OC(CN[C@@H]1CC2=CC(=CC=C2CC1)OCC(=O)OCC)C1=CC=C(C=C1)OC1OCCCC1 (Ethyl 2-[(2S)-2-[[(2RS)-2-hydroxy-2-[4-((2RS)-2-tetrahydropyranyloxy)phenyl]ethyl]amino]-1,2,3,4-tetrahydronaphthalen-7-yloxy]acetate), C([O-])(O)=O.[Na+] (sodium bicarbonate). Run in C(C)O (ethanol). Product: OC(CN[C@@H]1CC2=CC(=CC=C2CC1)OCC(=O)OCC)C1=CC=C(C=C1)O (ethyl 2-[(2S)-2-[[(2RS)-2-hydroxy-2-(4-hydroxyphenyl)ethyl]-amino]-1,2,3,4-tetrahydronaphthalen-7-yloxy]acetate). Yield: 37.2%. As a reaction SMILES: [OH:1][CH:2]([C:22]1[CH:27]=[CH:26][C:25]([O:28]C2CCCCO2)=[CH:24][CH:23]=1)[CH2:3][NH:4][C@H:5]1[CH2:14][CH2:13][C:12]2[C:7](=[CH:8][C:9]([O:15][CH2:16][C:17]([O:19][CH2:20][CH3:21])=[O:18])=[CH:10][CH:11]=2)[CH2:6]1.Cl.C(=O)(O)[O-].[Na+]>C(O)C>[OH:1][CH:2]([C:22]1[CH:27]=[CH:26][C:25]([OH:28])=[CH:24][CH:23]=1)[CH2:3][NH:4][C@H:5]1[CH2:14][CH2:13][C:12]2[C:7](=[CH:8][C:9]([O:15][CH2:16][C:17]([O:19][CH2:20][CH3:21])=[O:18])=[CH:10][CH:11]=2)[CH2:6]1 |f:2.3|. Procedure: Ethyl 2-[(2S)-2-[[(2RS)-2-hydroxy-2-[4-((2RS)-2-tetrahydropyranyloxy)phenyl]ethyl]amino]-1,2,3,4-tetrahydronaphthalen-7-yloxy]acetate (780 mg) was dissolved in ethanol (20 ml), and 1N hydrochloric acid (34 ml) was added to the solution under ice-cooling with stirring. After reaction for an hour, the reaction mixture was neutralized with a saturated aqueous sodium bicarbonate solution and extracted with ethyl acetate. The extract was washed with water and dried over anhydrous magnesium sulfate, a... The reactants are O[C@H]1CC(N[C@H]1CC(C)C)=O ((4S-cis)-4-hydroxy-5-(2-methylpropyl)-2-pyrrolidinone), O1CCCC1 (tetrahydrofuran), O1CCCC=C1 (3,4-dihydro-2H-pyran), O.C1(=CC=C(C=C1)S(=O)(=O)O)C (para-toluenesulfonic acid hydrate). Solvent: ClCCl (dichloromethane). Conditions: time 8 hour. Product: CC(CC1C(CC(N1)=O)OC1OCCCC1)C (5-(2-methylpropyl)-4-[(tetrahydro-2H-pyran-2-yl)oxy]-2-pyrrolidinone). As a reaction SMILES: [OH:1][C@@H:2]1[C@H:6]([CH2:7][CH:8]([CH3:10])[CH3:9])[NH:5][C:4](=[O:11])[CH2:3]1.O1CCCC1.[O:17]1[CH:22]=[CH:21][CH2:20][CH2:19][CH2:18]1.O.C1(C)C=CC(S(O)(=O)=O)=CC=1>ClCCl>[CH3:10][CH:8]([CH3:9])[CH2:7][CH:6]1[NH:5][C:4](=[O:11])[CH2:3][CH:2]1[O:1][CH:18]1[CH2:19][CH2:20][CH2:21][CH2:22][O:17]1 |f:3.4|. Procedure: A mixture of 2.8 g (17.8 mmol) of (4S-cis)-4-hydroxy-5-(2-methylpropyl)-2-pyrrolidinone, 20 ml of tetrahydrofuran and 20 ml of dichloromethane is treated with 1.8 ml (19.7 mmol) of 3,4-dihydro-2H-pyran and 150 mg (0.79 mmol) of para-toluenesulfonic acid hydrate. The resulting solution is stirred at room temperature overnight and then partitioned between ethyl acetate and a 5% aqueous solution of sodium bicarbonate. The organic layer is separated, dried over magnesium sulfate, evaporated, and the... Product: Nc1cccnc1C1=CCCCC1. Reactants: CC(=O)O, O=[N+]([O-])c1cccnc1C1=CCCCC1, CCO, CCOC(C)=O, O. As a reaction SMILES: [C:17]([OH:18])(=[O:19])[CH3:20].[C:1]1([c:7]2[n:8][cH:9][cH:10][cH:11][c:12]2[N+:13]([O-:14])=[O:15])=[CH:2][CH2:3][CH2:4][CH2:5][CH2:6]1.[CH3:21][CH2:22][OH:23].[CH3:24][CH2:25][O:26][C:27]([CH3:28])=[O:29].[OH2:16]>>[C:1]1([c:7]2[n:8][cH:9][cH:10][cH:11][c:12]2[NH2:13])=[CH:2][CH2:3][CH2:4][CH2:5][CH2:6]1. Reactants: C(C)(C)NC(C)C (di-isopropylamine), C[Si](C)(C)N=C=S (trimethylsilyl isothiocyanate), C(CCC)[Li] (n-butyl lithium), C(CCC)C1=NC=2CCCCC2C=C1 (2-butyl-5,6,7,8-tetrahydroquinoline). Run in C1=CC=CC=C1 (benzene). Product: C(CCC)C1=NC=2C(CCCC2C=C1)C(N)=S (2-butyl-5,6,7,8-tetrahydroquinoline-8-thiocarboxamide). The yield is 16.1%. Reaction SMILES: C(NC(C)C)(C)C.C([Li])CCC.[CH2:13]([C:17]1[CH:26]=[CH:25][C:24]2[CH2:23][CH2:22][CH2:21][CH2:20][C:19]=2[N:18]=1)[CH2:14][CH2:15][CH3:16].C[Si]([N:31]=[C:32]=[S:33])(C)C>C1C=CC=CC=1>[CH2:13]([C:17]1[CH:26]=[CH:25][C:24]2[CH2:23][CH2:22][CH2:21][CH:20]([C:32](=[S:33])[NH2:31])[C:19]=2[N:18]=1)[CH2:14][CH2:15][CH3:16]. Reported procedure: By the method described in Example 11 using di-isopropylamine (4.45 ml 0.03 mol) in benzene (50 ml), n-butyl lithium solution (9% w/v, 13.5 g, 0.03 mol), 2-butyl-5,6,7,8-tetrahydroquinoline (6 g, 0.03 mol) and trimethylsilyl isothiocyanate (4.45 ml 0.033 mol) was obtained 2-butyl-5,6,7,8-tetrahydroquinoline-8-thiocarboxamide (1.2g, 15%) m.p. 54-6° C. (Found: C, 68.0; H, 8.4; N, 11.2. C14H20N2S requires C, 67.8; H, 8.1; N, 11.3%). Reactants: C(Cl)Cl (DCM), FC1=C(C=CC=C1)CC(=O)C1CN(CCC1=O)C(=O)OC(C)(C)C (tert-Butyl 3-(2-(2-fluorophenyl)acetyl)-4-oxopiperidine-1-carboxylate), CC=1N(C=CN1)C1=CC=C(C=C1)NC(=N)N (1-(4-(2-methyl-1H-imidazol-1-yl)phenyl)guanidine), C([O-])([O-])=O.[K+].[K+] (potassium carbonate). Run in O (water), CCO (EtOH). Run at temperature 130 celsius. Yields the product FC1=C(CC=2C3=C(N=C(N2)NC2=CC=C(C=C2)N2C(=NC=C2)C)CCN(C3)C(=O)OC(C)(C)C)C=CC=C1 (tert-Butyl 4-(2-fluorobenzyl)-2-(4-(2-methyl-1H-imidazol-1-yl)phenylamino)-7,8-dihydropyrido[4,3-d]pyrimidine-6(5H)-carboxylate). Reaction SMILES: [F:1][C:2]1[CH:7]=[CH:6][CH:5]=[CH:4][C:3]=1[CH2:8][C:9]([CH:11]1[C:16](=O)[CH2:15][CH2:14][N:13]([C:18]([O:20][C:21]([CH3:24])([CH3:23])[CH3:22])=[O:19])[CH2:12]1)=O.[CH3:25][C:26]1[N:27]([C:31]2[CH:36]=[CH:35][C:34]([NH:37][C:38]([NH2:40])=[NH:39])=[CH:33][CH:32]=2)[CH:28]=[CH:29][N:30]=1.C(=O)([O-])[O-].[K+].[K+].C(Cl)Cl>CCO.O>[F:1][C:2]1[CH:7]=[CH:6][CH:5]=[CH:4][C:3]=1[CH2:8][C:9]1[C:11]2[CH2:12][N:13]([C:18]([O:20][C:21]([CH3:24])([CH3:23])[CH3:22])=[O:19])[CH2:14][CH2:15][C:16]=2[N:40]=[C:38]([NH:37][C:34]2[CH:35]=[CH:36][C:31]([N:27]3[CH:28]=[CH:29][N:30]=[C:26]3[CH3:25])=[CH:32][CH:33]=2)[N:39]=1 |f:2.3.4|. Procedure details: tert-Butyl 3-(2-(2-fluorophenyl)acetyl)-4-oxopiperidine-1-carboxylate, (0.88 mmol) together with 1 eq 1-(4-(2-methyl-1H-imidazol-1-yl)phenyl)guanidine and 2 eq of potassium carbonate were slurrified in 4 ml EtOH. The reactions were heated in the microwave oven to 130° C. for 3 h. DCM and water were added and the organic phases were separated, dried with MgSO4 and the solvent was removed under reduced pressure tert-butyl 4-(2-fluorobenzyl)-2-(4-(2-methyl-1H-imidazol-1-yl)phenylamino)-7,8-dihydrop...